From a dataset of the Open Reaction Database (ORD), a public repository of structured organic reaction records. describe an organic reaction: reactants, conditions, products, and yield Reactants: ClC1=CC=C(C=C1)S(=O)(=O)N([C@@H](CCBr)C)C1=C(C=CC(=C1)Cl)F (4-chloro-N-(5-chloro-2-fluorophenyl)-N-[(R)-1-methyl-3-bromopropyl]benzenesulfonamide), [N-]=[N+]=[N-].[Na+] (sodium azide). The solvent is C1CCOC1.O (THF H2O). Reaction conditions: temperature 22 celsius, time 4 day. The product is ClC1=CC=C(C=C1)S(=O)(=O)N([C@@H](CCN=[N+]=[N-])C)C1=C(C=CC(=C1)Cl)F (4-chloro-N-(5-chloro-2-fluorophenyl)-N-[(R)-1-methyl-3-azidopropyl]benzenesulfonamide). Isolated yield 101.1%. RXN SMILES: [Cl:1][C:2]1[CH:7]=[CH:6][C:5]([S:8]([N:11]([C:17]2[CH:22]=[C:21]([Cl:23])[CH:20]=[CH:19][C:18]=2[F:24])[C@H:12]([CH3:16])[CH2:13][CH2:14]Br)(=[O:10])=[O:9])=[CH:4][CH:3]=1.[N-:25]=[N+:26]=[N-:27].[Na+]>C1COCC1.O>[Cl:1][C:2]1[CH:7]=[CH:6][C:5]([S:8]([N:11]([C:17]2[CH:22]=[C:21]([Cl:23])[CH:20]=[CH:19][C:18]=2[F:24])[C@H:12]([CH3:16])[CH2:13][CH2:14][N:25]=[N+:26]=[N-:27])(=[O:10])=[O:9])=[CH:4][CH:3]=1 |f:1.2,3.4|. Reported procedure: To a solution of 4-chloro-N-(5-chloro-2-fluorophenyl)-N-[(R)-1-methyl-3-bromopropyl]benzenesulfonamide (1.64 g, 3.27 mmol) in THF/H2O (20/4, 24 mL) was added sodium azide (2.13 g, 32.7 mmol) at 22° C. The resulting mixture was allowed to stir at 22° C. for 4 days. The mixture was extracted with ether (3×60 mL). The combined organic extracts were washed with sat. NaHCO3, dried over MgSO4, filtered, and concentrated under reduced pressure. Silica gel chromatography (1:9 ethyl acetate:hexanes) of t...